This data is from the Open Reaction Database (ORD), a public repository of structured organic reaction records. The task is: describe an organic reaction: reactants, conditions, products, and yield The reactants are C1(CCCCC1)N([C@@H]1CNCC1)C(CNC(=O)OC(C)(C)C)=O ((3S)-3-{cyclohexyl[(N-BOC)aminoacetyl]amino}pyrrolidine), C(=O)(OC(C)(C)C)N[C@@H](C(=O)O)CC1=CC=C(C=C1)Cl ((2R)-2-(BOC)amino-3-(4-chlorophenyl)propionic acid), C1(CCCCC1)NC1CCNCC1 (4-[(cyclohexyl)amino]piperidine). The product is C(=O)(OC(C)(C)C)N[C@@H](C(=O)NN1CCC(CC1)NC1CCCCC1)CC1=CC=C(C=C1)Cl ((2R)-2-(BOC)amino-N-[4-(cyclohexylamino)piperidine-1-yl]-3-(4-chlorophenyl)propionamide). As a reaction SMILES: C1([N:7](C(=O)CNC(OC(C)(C)C)=O)[C@H]2CCNC2)CCCCC1.[C:24]([NH:31][C@H:32]([CH2:36][C:37]1[CH:42]=[CH:41][C:40]([Cl:43])=[CH:39][CH:38]=1)[C:33]([OH:35])=O)([O:26][C:27]([CH3:30])([CH3:29])[CH3:28])=[O:25].[CH:44]1([NH:50][CH:51]2[CH2:56][CH2:55][NH:54][CH2:53][CH2:52]2)[CH2:49][CH2:48][CH2:47][CH2:46][CH2:45]1>>[C:24]([NH:31][C@H:32]([CH2:36][C:37]1[CH:42]=[CH:41][C:40]([Cl:43])=[CH:39][CH:38]=1)[C:33]([NH:7][N:54]1[CH2:53][CH2:52][CH:51]([NH:50][CH:44]2[CH2:49][CH2:48][CH2:47][CH2:46][CH2:45]2)[CH2:56][CH2:55]1)=[O:35])([O:26][C:27]([CH3:28])([CH3:29])[CH3:30])=[O:25]. Procedure details: The title compound was prepared following the procedure described in Intermediate 129 using (2R)-2-(BOC)amino-3-(4-chlorophenyl)propionic acid and 4-[(cyclohexyl)amino]piperidine.